Dataset: the Open Reaction Database (ORD), a public repository of structured organic reaction records. Task: describe an organic reaction: reactants, conditions, products, and yield As a reaction SMILES: [C:1]1([CH:7]([C:11]2[CH:16]=[CH:15][CH:14]=[CH:13][CH:12]=2)[C:8](Cl)=[O:9])[CH:6]=[CH:5][CH:4]=[CH:3][CH:2]=1.[CH2:17]([NH2:22])[CH2:18][CH2:19][C:20]#[CH:21]>>[CH2:17]([NH:22][C:8](=[O:9])[CH:7]([C:11]1[CH:16]=[CH:15][CH:14]=[CH:13][CH:12]=1)[C:1]1[CH:6]=[CH:5][CH:4]=[CH:3][CH:2]=1)[CH2:18][CH2:19][C:20]#[CH:21]. Starting materials: C1(=CC=CC=C1)C(C(=O)Cl)C1=CC=CC=C1 (diphenylacetyl chloride), C(CCC#C)N (pent-4-ynyl-amine). Reported procedure: The title compound, white solid, m.p. 90° C. and MS: m/e=278.2 (M+H+) was prepared in accordance with the general method of example 1 from diphenylacetyl chloride and pent-4-ynyl-amine. Yields the product C(CCC#C)NC(C(C1=CC=CC=C1)C1=CC=CC=C1)=O (N-Pent-4-ynyl-2,2-diphenyl-acetamide). Starting materials: ice, [H-].[Na+] (NaH), COC(COC1=C(C=C(C=C1)NC(=O)OC(C)(C)C)C)=O ((4-tert-butoxycarbonylamino-2-methyl-phenoxy)-acetic acid methyl ester), [I-].[Na+] (sodium iodide), ClCC1=C(N=C(S1)C1=CC=C(C=C1)C(F)(F)F)C (5-chloromethyl-4-methyl-2-(4-trifluoromethyl-phenyl)-thiazole), OS(=O)(=O)[O-].[K+] (KHSO4). Run in CN(C)C=O (DMF). Reaction conditions: temperature 0 celsius, time 30 minute. The product is COC(COC1=C(C=C(C=C1)N(CC1=C(N=C(S1)C1=CC=C(C=C1)C(F)(F)F)C)C(=O)OC(C)(C)C)C)=O ((4-{tert-butoxycarbonyl-[4-methyl-2-(4-trifluoromethyl-phenyl)-thiazol-5-ylmethyl]-amino}-2-methyl-phenoxy)-acetic acid methyl ester). Isolated yield 114.7%. As a reaction SMILES: [CH3:1][O:2][C:3](=[O:21])[CH2:4][O:5][C:6]1[CH:11]=[CH:10][C:9]([NH:12][C:13]([O:15][C:16]([CH3:19])([CH3:18])[CH3:17])=[O:14])=[CH:8][C:7]=1[CH3:20].[I-].[Na+].Cl[CH2:25][C:26]1[S:30][C:29]([C:31]2[CH:36]=[CH:35][C:34]([C:37]([F:40])([F:39])[F:38])=[CH:33][CH:32]=2)=[N:28][C:27]=1[CH3:41].[H-].[Na+].OS([O-])(=O)=O.[K+]>CN(C=O)C>[CH3:1][O:2][C:3](=[O:21])[CH2:4][O:5][C:6]1[CH:11]=[CH:10][C:9]([N:12]([C:13]([O:15][C:16]([CH3:17])([CH3:18])[CH3:19])=[O:14])[CH2:25][C:26]2[S:30][C:29]([C:31]3[CH:32]=[CH:33][C:34]([C:37]([F:40])([F:38])[F:39])=[CH:35][CH:36]=3)=[N:28][C:27]=2[CH3:41])=[CH:8][C:7]=1[CH3:20] |f:1.2,4.5,6.7|. Procedure: To an ice-cooled and stirred solution of (4-tert-butoxycarbonylamino-2-methyl-phenoxy)-acetic acid methyl ester (1.00 g, 3.39 mmol, example 17.3), sodium iodide (0.51 g, 3.39 mmol) and 5-chloromethyl-4-methyl-2-(4-trifluoromethyl-phenyl)-thiazole (1.09 g, 3.72 mmol, WO02/28433) in DMF (10 ml) was added within 10 min NaH (0.19 g, 55% in oil, 4.40 mmol). The reaction was stirred at 0° C. for 2 h, 30 min at RT and then neutralized with chilled aqueous 10% KHSO4 and extracted with aqueous 10% KHSO4/...